This data is from the Open Reaction Database (ORD), a public repository of structured organic reaction records. The task is: describe an organic reaction: reactants, conditions, products, and yield Yields the product ClC=1C(=NC(=NC1)NC1=CC2=C(N(C(CCC2(C)C)=O)C)C=C1)N[C@H]1[C@@H](CCCC1)NS(=O)(=O)C (N-{(1R,2R)-2-[5-Chloro-2-(1,5,5-trimethyl-2-oxo-2,3,4,5-tetrahydro-1H-benzo[b]azepin-7-ylamino)-pyrimidin-4-ylamino]-cyclohexyl}-methanesulfonamide). RXN SMILES: Cl[C:2]1[N:7]=[C:6]([NH:8][C@@H:9]2[CH2:14][CH2:13][CH2:12][CH2:11][C@H:10]2[NH:15][S:16]([CH3:19])(=[O:18])=[O:17])[C:5]([Cl:20])=[CH:4][N:3]=1.[NH2:21][C:22]1[CH:36]=[CH:35][C:25]2[N:26]([CH3:34])[C:27](=[O:33])[CH2:28][CH2:29][C:30]([CH3:32])([CH3:31])[C:24]=2[CH:23]=1.Cl>O1CCOCC1.COCCO>[Cl:20][C:5]1[C:6]([NH:8][C@@H:9]2[CH2:14][CH2:13][CH2:12][CH2:11][C@H:10]2[NH:15][S:16]([CH3:19])(=[O:18])=[O:17])=[N:7][C:2]([NH:21][C:22]2[CH:36]=[CH:35][C:25]3[N:26]([CH3:34])[C:27](=[O:33])[CH2:28][CH2:29][C:30]([CH3:32])([CH3:31])[C:24]=3[CH:23]=2)=[N:3][CH:4]=1. Reactants: ClC1=NC=C(C(=N1)N[C@H]1[C@@H](CCCC1)NS(=O)(=O)C)Cl (N-[(1R,2R)-2-(2,5-Dichloro-pyrimidin-4-ylamino)-cyclohexyl]-methanesulfonamide), NC1=CC2=C(N(C(CCC2(C)C)=O)C)C=C1 (7-Amino-1,5,5-trimethyl-1,3,4,5-tetrahydro-benzo[b]azepin-2-one), Cl (HCl). The yield is 19.9%. The solvent is O1CCOCC1 (dioxane), COCCO (2-methoxyethanol). Procedure: Combined N-[(1R,2R)-2-(2,5-Dichloro-pyrimidin-4-ylamino)-cyclohexyl]-methanesulfonamide (85 mg, 0.251 mmol), 7-Amino-1,5,5-trimethyl-1,3,4,5-tetrahydro-benzo[b]azepin-2-one (80 mg, 0.251 mmol), 4 N HCl in dioxane (80 ul) and 2-methoxyethanol (3 mL). Heated reaction to 120° C. for 4 hours. Added CH2Cl2/MeOH/NH4OH, evaporated off solvent and purified with normal phase chromatography eluting with 1% to 3% MeOH in CH2Cl2 to yield a yellow solid, N-{(1R,2R)-2-[5-Chloro-2-(1,5,5-trimethyl-2-oxo-2,3,4,... Starting materials: COC(=O)C(C(=O)OC)C1CCn2c1cc1c(SC)nccc12, CS(C)=O, [Cl-], [Na+], O. Yields the product COC(=O)CC1CCn2c1cc1c(SC)nccc12. Reaction SMILES: [CH3:1][S:2][c:3]1[n:4][cH:5][cH:6][c:7]2[c:8]1[cH:9][c:10]1[n:14]2[CH2:13][CH2:12][CH:11]1[CH:15]([C:16](=[O:17])[O:18][CH3:19])[C:20]([O:21][CH3:22])=[O:23].[CH3:24][S:25]([CH3:26])=[O:27].[Cl-:28].[Na+:29].[OH2:30]>>[CH3:1][S:2][c:3]1[n:4][cH:5][cH:6][c:7]2[c:8]1[cH:9][c:10]1[n:14]2[CH2:13][CH2:12][CH:11]1[CH2:15][C:16](=[O:17])[O:18][CH3:19]. Reactants: COC(=O)C1N(CC(C1)N=[N+]=[N-])C(=O)OC(C)(C)C (4-azido-pyrrolidine-1,2-dicarboxylic acid 1-tert-butyl ester 2-methyl ester), P(C1=CC=CC=C1)(C1=CC=CC=C1)C1=CC=CC=C1 (P(Ph)3), O (water). Solvent: C1CCOC1 (THF). The product is COC(=O)[C@H]1N(C[C@@H](C1)N)C(=O)OC(C)(C)C ((2S,4R)-4-Amino-pyrrolidine-1,2-dicarboxylic acid 1-tert-butyl ester 2-methyl ester). As a reaction SMILES: [CH3:1][O:2][C:3]([CH:5]1[CH2:9][CH:8]([N:10]=[N+]=[N-])[CH2:7][N:6]1[C:13]([O:15][C:16]([CH3:19])([CH3:18])[CH3:17])=[O:14])=[O:4].P(C1C=CC=CC=1)(C1C=CC=CC=1)C1C=CC=CC=1.O>C1COCC1>[CH3:1][O:2][C:3]([C@@H:5]1[CH2:9][C@@H:8]([NH2:10])[CH2:7][N:6]1[C:13]([O:15][C:16]([CH3:19])([CH3:18])[CH3:17])=[O:14])=[O:4]. Procedure details: A solution of 4-azido-pyrrolidine-1,2-dicarboxylic acid 1-tert-butyl ester 2-methyl ester (838 mg, 2.2 mmol), THF (10 ml) and P(Ph)3 (1.15 g, 4.4 mmol) and water (0.08 ml, 4.4 mmol) was refluxed for 6 hours and then concentrated in vacuo. The residue was dissolved in Et2O and treated with HCl (0.1N, 20 ml). The aqueous layer was extracted with Et2O, washed with Na2CO3 (10% aq.), dried over anhydrous MgSO4 and concentrated to afford the amine as colorless oil which was used in next step without f... Starting materials: OO (hydrogen peroxide), C(#N)C=1N=C2N(CCOC3=C2C=C(C=C3)C(=O)OC)C1 (Methyl 2-cyano-5,6-dihydrobenzo[f]imidazo[1,2-d][1,4]oxazepine-10-carboxylate), C([O-])([O-])=O.[K+].[K+] (potassium carbonate), O (water), O (water). The solvent is CS(=O)C (dimethyl sulfoxide). Conditions: temperature 0 celsius, time 2 hour. Product: C(N)(=O)C=1N=C2N(CCOC3=C2C=C(C=C3)C(=O)OC)C1 (methyl 2-carbamoyl-5,6-dihydrobenzo[f]imidazo[1,2-d][1,4]oxazepine-10-carboxylate). Yield: 76.4%. Reaction SMILES: [C:1]([C:3]1[N:4]=[C:5]2[C:11]3[CH:12]=[C:13]([C:16]([O:18][CH3:19])=[O:17])[CH:14]=[CH:15][C:10]=3[O:9][CH2:8][CH2:7][N:6]2[CH:20]=1)#[N:2].C(=O)([O-])[O-:22].[K+].[K+].O.OO>CS(C)=O>[C:1]([C:3]1[N:4]=[C:5]2[C:11]3[CH:12]=[C:13]([C:16]([O:18][CH3:19])=[O:17])[CH:14]=[CH:15][C:10]=3[O:9][CH2:8][CH2:7][N:6]2[CH:20]=1)(=[O:22])[NH2:2] |f:1.2.3|. Procedure: Methyl 2-cyano-5,6-dihydrobenzo[f]imidazo[1,2-d][1,4]oxazepine-10-carboxylate (220 mg, 0.82 mmol) was dissolved in 4.0 ml of dimethyl sulfoxide and treated with a solution of potassium carbonate (136 mg, 0.980 mmol) in water (1.60 mL, 88.8 mmol). After cooling at 0° C., hydrogen peroxide (0.751 mL, 9.80 mmol) was added slowly. The mixture was stirred at room temperature for 2 hours. The mixture was diluted with20 ml of water and extracted with ethyl acetate (3×20 ml). The oprganic extracts were ... The reactants are NC=1C=NN(C1C(=O)OC)CCOC1=CC=C(C=C1)C(=O)OC (Methyl 4-amino-1-[2-({4-[(methyloxy)carbonyl]phenyl}oxy)ethyl]-1H-pyrazole-5-carboxylate), C(#N)C(=O)OCC (ethyl cyanoformate), Cl.C(C)(=O)O (hydrogen chloride acetic acid). Run in C(C)OCC (diethyl ether). Conditions: temperature 90 celsius. Product: COC(=O)C1=CC=C(C=C1)OCCN1N=CC=2N=C(NC(C21)=O)C(=O)OCC (ethyl 1-[2-({4-[(methyloxy)carbonyl]phenyl}oxy)ethyl]7-oxo-6,7-dihydro-1H-pyrazolo[4,3-d]pyrimidine-5-carboxylate). The yield is 67.8%. Reaction SMILES: [NH2:1][C:2]1[CH:3]=[N:4][N:5]([CH2:11][CH2:12][O:13][C:14]2[CH:19]=[CH:18][C:17]([C:20]([O:22][CH3:23])=[O:21])=[CH:16][CH:15]=2)[C:6]=1[C:7]([O:9]C)=O.[C:24]([C:26]([O:28][CH2:29][CH3:30])=[O:27])#[N:25].Cl.C(O)(=O)C>C(OCC)C>[CH3:23][O:22][C:20]([C:17]1[CH:18]=[CH:19][C:14]([O:13][CH2:12][CH2:11][N:5]2[C:6]3[C:7](=[O:9])[NH:25][C:24]([C:26]([O:28][CH2:29][CH3:30])=[O:27])=[N:1][C:2]=3[CH:3]=[N:4]2)=[CH:15][CH:16]=1)=[O:21] |f:2.3|. Procedure details: Methyl 4-amino-1-[2-({4-[(methyloxy)carbonyl]phenyl}oxy)ethyl]-1H-pyrazole-5-carboxylate (2.18 g, 6.83 mmol) and ethyl cyanoformate (811 mg, 8.18 mmol) were added to 1N hydrogen chloride-acetic acid (40 mL), and the mixture was stirred under heating at 90° C. for 4 hr. After the mixture was allowed to cool, diethyl ether was added, and the precipitated crude crystals were collected by filtration, and washed with diethyl ether to give the title compound (1.79 g). The reactants are [Si](C)(C)(C(C)(C)C)O[C@@H]1CC[C@H](CC1)CO ((Trans-4-(tert-butyldimethylsilyloxy)cyclohexyl)methanol), ClC=1C=C(C=CC1F)S(=O)(=O)N (3-chloro-4-fluorobenzenesulfonamide), [H-].[Na+] (sodium hydride). Run in O1CCCC1 (tetrahydrofuran). Conditions: time 1 hour. Product: ClC=1C=C(C=CC1OC[C@@H]1CC[C@H](CC1)O)S(=O)(=O)N (3-chloro-4-((trans-4-hydroxycyclohexyl)methoxy)benzenesulfonamide). RXN SMILES: [Si]([O:8][C@H:9]1[CH2:14][CH2:13][C@H:12]([CH2:15][OH:16])[CH2:11][CH2:10]1)(C(C)(C)C)(C)C.[Cl:17][C:18]1[CH:19]=[C:20]([S:25]([NH2:28])(=[O:27])=[O:26])[CH:21]=[CH:22][C:23]=1F.[H-].[Na+]>O1CCCC1>[Cl:17][C:18]1[CH:19]=[C:20]([S:25]([NH2:28])(=[O:26])=[O:27])[CH:21]=[CH:22][C:23]=1[O:16][CH2:15][C@H:12]1[CH2:11][CH2:10][C@H:9]([OH:8])[CH2:14][CH2:13]1 |f:2.3|. Procedure: (Trans-4-(tert-butyldimethylsilyloxy)cyclohexyl)methanol (275 mg, prepared according to a procedures in WO 2008/124878) and 3-chloro-4-fluorobenzenesulfonamide (259 mg) in tetrahydrofuran (15 mL) were treated with sodium hydride (180 mg, 60%) overnight. The reaction was quenched with water (1 mL) and trifluoroacetic acid (4 mL) was added. The resulting mixture was stirred for 1 hour and concentrated. The residue was triturated with water and methanol to provide the title compound.